This data is from the Open Reaction Database (ORD), a public repository of structured organic reaction records. The task is: describe an organic reaction: reactants, conditions, products, and yield The reactants are NC1=C(C=CC=C1)C1=C(C=NN1)[N+](=O)[O-] (5-(o-Aminophenyl)-4-nitropyrazole), C(C=CC1=CC=CC=C1)=O (cinnamaldehyde). Product: [N+](=O)([O-])C=1C=NN2C(NC=3C=CC=CC3C21)C=CC2=CC=CC=C2 (1-nitro-5-styryl-5,6-dihydropyrazolo[1,5-c]quinazoline). The yield is 85.5%. Reaction SMILES: [NH2:1][C:2]1[CH:7]=[CH:6][CH:5]=[CH:4][C:3]=1[C:8]1[NH:12][N:11]=[CH:10][C:9]=1[N+:13]([O-:15])=[O:14].[CH:16](=O)[CH:17]=[CH:18][C:19]1[CH:24]=[CH:23][CH:22]=[CH:21][CH:20]=1>>[N+:13]([C:9]1[CH:10]=[N:11][N:12]2[C:8]=1[C:3]1[CH:4]=[CH:5][CH:6]=[CH:7][C:2]=1[NH:1][CH:16]2[CH:17]=[CH:18][C:19]1[CH:24]=[CH:23][CH:22]=[CH:21][CH:20]=1)([O-:15])=[O:14]. Procedure: 5-(o-Aminophenyl)-4-nitropyrazole is reacted with cinnamaldehyde as described in Example 11 to give 1-nitro-5-styryl-5,6-dihydropyrazolo[1,5-c]quinazoline. M.p.: 171°-173° C. Yield: 85.5%. The reactants are CN(C)C=O, [Cl-], [NH4+], O=[N+]([O-])c1cccc2ccccc12. The product is Nc1ccc2ccccc2c1[N+](=O)[O-]. RXN SMILES: [CH3:16][N:17]([CH3:18])[CH:19]=[O:20].[Cl-:14].[NH4+:15].[O-:1][N+:2](=[O:3])[c:4]1[cH:5][cH:6][cH:7][c:8]2[cH:9][cH:10][cH:11][cH:12][c:13]12>>[O-:1][N+:2](=[O:3])[c:4]1[c:5]([NH2:15])[cH:6][cH:7][c:8]2[cH:9][cH:10][cH:11][cH:12][c:13]12. Starting materials: C(C)OC(=O)N1CCC2=C(C=3C(C(CC3C=C2)(F)F)(C2=CC=CC=C2)O)CC1 (2,2-Difluoro-1-hydroxy-1-phenyl-1,3,6,7,9,10-hexahydro-2H-8-aza-cyclohepta[e]indene-8-carboxylic acid ethyl ester), S(=O)(Cl)Cl (thionyl chloride), N1=CC=CC=C1 (Pyridine). Conditions: temperature 70 celsius. The product is C(C)OC(=O)N1CCC2=C(C=3C(C(CC3C=C2)(F)F)(C2=CC=CC=C2)Cl)CC1 (1-Chloro-2,2-difluoro-1-phenyl-1,3,6,7,9,10-hexahydro-2H-8-aza-cyclohepta[e]indene-8-carboxylic acid ethyl ester). Reaction SMILES: [CH2:1]([O:3][C:4]([N:6]1[CH2:28][CH2:27][C:10]2[C:11]3[C:12](O)([C:20]4[CH:25]=[CH:24][CH:23]=[CH:22][CH:21]=4)[C:13]([F:19])([F:18])[CH2:14][C:15]=3[CH:16]=[CH:17][C:9]=2[CH2:8][CH2:7]1)=[O:5])[CH3:2].N1C=CC=CC=1.S(Cl)([Cl:37])=O>>[CH2:1]([O:3][C:4]([N:6]1[CH2:28][CH2:27][C:10]2[C:11]3[C:12]([Cl:37])([C:20]4[CH:25]=[CH:24][CH:23]=[CH:22][CH:21]=4)[C:13]([F:19])([F:18])[CH2:14][C:15]=3[CH:16]=[CH:17][C:9]=2[CH2:8][CH2:7]1)=[O:5])[CH3:2]. Reported procedure: Into a 100 ml flask, the product from step (c) (5.78 g, 14.93 mmol) dissolved in thionyl chloride (50 ml) was added. Pyridine (120 μL, 1.49 mmol) was added and the reaction mixture heated to 70° C. for 1 hour. The reaction mixture was allowed to cool to room temperature and the volatiles were evaporated in vacuo. The residue was partitioned between saturated aqueous Na2CO3 and EtOAc. The aqueous layer was extracted with EtOAc (3×). The combined EtOAc extracts were washed with brine, dried over N... Run in C(C)O (ethanol). Product: COCOCC1=C(N)C=C(C(=C1OC)OC)OC (2-methoxymethoxymethyl-3,4,5-trimethoxyaniline). Procedure: A solution of 2-methoxymethoxymethyl-1-nitro-3,4,5-trimethoxy-benzene (6.03 g, 21 mmol) in ethanol (150 ml) was catalytically hydrogenated over 5% palladium on carbon (3 g) at 50 psi for 2 hours. The catalyst was removed by filtration through a pad of Celite, and the filtered catalyst was washed with ethanol. The combined filtrate and the washings are concentrated in vacuo to dryness, and the product was purified by column chromatography (SiO2, 4×25 cm, CHCl3) to give 4.82 g of 2-methoxymethoxym... Reagents/catalysts: [Pd] (palladium on carbon). The yield is 89.2%. As a reaction SMILES: [CH3:1][O:2][CH2:3][O:4][CH2:5][C:6]1[C:11]([O:12][CH3:13])=[C:10]([O:14][CH3:15])[C:9]([O:16][CH3:17])=[CH:8][C:7]=1[N+:18]([O-])=O>C(O)C.[Pd]>[CH3:1][O:2][CH2:3][O:4][CH2:5][C:6]1[C:11]([O:12][CH3:13])=[C:10]([O:14][CH3:15])[C:9]([O:16][CH3:17])=[CH:8][C:7]=1[NH2:18]. Reactants: COCOCC1=C(C=C(C(=C1OC)OC)OC)[N+](=O)[O-] (2-methoxymethoxymethyl-1-nitro-3,4,5-trimethoxy-benzene). Reactants: aqueous solution, ice water, resultant mixture, [OH-].[Na+] (sodium hydroxide), C(C)SC#N (ethyl thiocyanate), BrBr (bromine), NC1=CC=C(C=C1)CC(=O)OCC (Ethyl 4-aminophenylacetate). The solvent is C(C)(=O)O (acetic acid). Reaction conditions: temperature 10 celsius, time 2 hour. Product: NC=1SC2=C(N1)C=CC(=C2)CC(=O)OCC (2-Amino-6-ethoxycarbonylmethylbenzothiazole). Yield: 93.7%. As a reaction SMILES: [NH2:1][C:2]1[CH:7]=[CH:6][C:5]([CH2:8][C:9]([O:11][CH2:12][CH3:13])=[O:10])=[CH:4][CH:3]=1.C([S:16][C:17]#[N:18])C.BrBr.[OH-].[Na+]>C(O)(=O)C>[NH2:18][C:17]1[S:16][C:7]2[CH:6]=[C:5]([CH2:8][C:9]([O:11][CH2:12][CH3:13])=[O:10])[CH:4]=[CH:3][C:2]=2[N:1]=1 |f:3.4|. Procedure: Ethyl 4-aminophenylacetate (18 g) was dissolved in acetic acid (120 ml) and ethyl thiocyanate (29.3 g) was added thereto. Under ice cooling, bromine (6.2 ml) was added dropwise thereinto over 45 minutes while maintaining the reaction temperature at about 10° C. After the completion of the addition, the resultant mixture was stirred at room temperature for 1.5 hr and then at 80° C. for about 2 hr until the reaction was completed. Then the reaction solution was poured into ice water, basified with... Starting materials: C1CCOC1, CCCCCCCCCCCCCCCCCCOc1cc(C(=O)OC)cc([N+](=O)[O-])c1. Product: CCCCCCCCCCCCCCCCCCOc1cc(N)cc(C(=O)OC)c1. Reaction SMILES: [CH2:33]1[O:34][CH2:35][CH2:36][CH2:37]1.[CH3:1][O:2][C:3]([c:4]1[cH:5][c:6]([N+:29]([O-:30])=[O:31])[cH:7][c:8]([O:10][CH2:11][CH2:12][CH2:13][CH2:14][CH2:15][CH2:16][CH2:17][CH2:18][CH2:19][CH2:20][CH2:21][CH2:22][CH2:23][CH2:24][CH2:25][CH2:26][CH2:27][CH3:28])[cH:9]1)=[O:32]>>[CH3:1][O:2][C:3]([c:4]1[cH:5][c:6]([NH2:29])[cH:7][c:8]([O:10][CH2:11][CH2:12][CH2:13][CH2:14][CH2:15][CH2:16][CH2:17][CH2:18][CH2:19][CH2:20][CH2:21][CH2:22][CH2:23][CH2:24][CH2:25][CH2:26][CH2:27][CH3:28])[cH:9]1)=[O:32]. Starting materials: COC=1C=C2C=CN=CC2=CC1 (6-Methoxyisoquinoline), C(C1=CC=CC=C1)Br (benzyl bromide). The solvent is CC(=O)C (acetone), CCOCC (ether). Product: [Br-].C(C1=CC=CC=C1)[N+]1=CC2=CC=C(C=C2C=C1)OC (2-Benzyl-6-methoxyisoquinolinium bromide). RXN SMILES: [CH3:1][O:2][C:3]1[CH:4]=[C:5]2[C:10](=[CH:11][CH:12]=1)[CH:9]=[N:8][CH:7]=[CH:6]2.[CH2:13]([Br:20])[C:14]1[CH:19]=[CH:18][CH:17]=[CH:16][CH:15]=1>CC(C)=O.CCOCC>[Br-:20].[CH2:13]([N+:8]1[CH:7]=[CH:6][C:5]2[C:10](=[CH:11][CH:12]=[C:3]([O:2][CH3:1])[CH:4]=2)[CH:9]=1)[C:14]1[CH:19]=[CH:18][CH:17]=[CH:16][CH:15]=1 |f:4.5|. Procedure details: 6-Methoxyisoquinoline (1.6 g) and benzyl bromide (2 ml) in acetone (75 ml) were heated under reflux for 1 hour. The mixture was diluted with ether and cooled to 0°. The solid was filtered off and recrystallised from methanol/ether, and had m.p. 155°-158°.